Dataset: the Open Reaction Database (ORD), a public repository of structured organic reaction records. Task: describe an organic reaction: reactants, conditions, products, and yield The reactants are [H-].[Na+] (sodium hydride), ClC=1C=CC2=C(C(=NCC(N2)=O)C2=CC=CC=C2)C1 (7-chloro-2,3-dihydro-5-phenyl-1H-1,4-benzodiazepin-2-one), C(C#C)Br (propargyl bromide). The solvent is CN(C=O)C (dimethylformamide). Conditions: temperature 0 celsius, time 2 hour. Product: ClC=1C=CC2=C(C(=NCC(N2CC#C)=O)C2=CC=CC=C2)C1 (7-Chloro-2,3-dihydro-5-phenyl-1-propargyl-1H-1,4-benzodiazepin-2-one). Reaction SMILES: [H-].[Na+].[Cl:3][C:4]1[CH:5]=[CH:6][C:7]2[NH:13][C:12](=[O:14])[CH2:11][N:10]=[C:9]([C:15]3[CH:20]=[CH:19][CH:18]=[CH:17][CH:16]=3)[C:8]=2[CH:21]=1.[CH2:22](Br)[C:23]#[CH:24]>CN(C)C=O>[Cl:3][C:4]1[CH:5]=[CH:6][C:7]2[N:13]([CH2:24][C:23]#[CH:22])[C:12](=[O:14])[CH2:11][N:10]=[C:9]([C:15]3[CH:20]=[CH:19][CH:18]=[CH:17][CH:16]=3)[C:8]=2[CH:21]=1 |f:0.1|. Reported procedure: 3.76 g of 50% sodium hydride in mineral oil were added to 250 ml. of dimethylforamamide cooled to about 0° C. The temperature of the suspension was maintained at about 0° C., while a solution of 27.05 g (0.1 mol) of 7-chloro-2,3-dihydro-5-phenyl-1H-1,4-benzodiazepin-2-one in 50 ml. of dimethylformamide was added dropwise to it. The resulting mixture was stirred for 2 hours, and then 10 ml. of propargyl bromide were added dropwise while maintaining the temperature at 10°-15° C. The reaction mixtu... Reactants: S(O)(O)(=O)=O (sulphuric acid), N(=O)[O-].[Na+] (sodium nitrite), CC1CCN(CC1)C1=C(C=C(C=C1)N)C(=O)C1=CC=CC=C1 ([2-(4-methyl-1-piperidinyl)-5-aminophenyl]-phenyl-methanone), product. Reagents/catalysts: [Cu] (copper). The solvent is C(C)O (ethanol). Reaction conditions: temperature 0 celsius, time 1 hour. The product is CC1CCN(CC1)C1=C(C=CC=C1)C(=O)C1=CC=CC=C1 ([2-(4-methyl-1-piperidinyl)-phenyl]-phenyl-methanone). Yield: 35.8%. As a reaction SMILES: [CH3:1][CH:2]1[CH2:7][CH2:6][N:5]([C:8]2[CH:13]=[CH:12][C:11](N)=[CH:10][C:9]=2[C:15]([C:17]2[CH:22]=[CH:21][CH:20]=[CH:19][CH:18]=2)=[O:16])[CH2:4][CH2:3]1.S(=O)(=O)(O)O.N([O-])=O.[Na+]>C(O)C.[Cu]>[CH3:1][CH:2]1[CH2:7][CH2:6][N:5]([C:8]2[CH:13]=[CH:12][CH:11]=[CH:10][C:9]=2[C:15]([C:17]2[CH:22]=[CH:21][CH:20]=[CH:19][CH:18]=2)=[O:16])[CH2:4][CH2:3]1 |f:2.3|. Procedure: 0.01 mole (3 g) of [2-(4-methyl-1-piperidinyl)-5-aminophenyl]-phenyl-methanone (product of example 27; Code No. 592) is dissolved in ethanol. The mixture is cooled to 0° C. then 10 ml of sulphuric acid and 0.02 mole (1.4 g) of sodium nitrite are successively added. The mixture is stirred for 1 hour at 0° C. then allowed to return to room temperature (15°-20° C.). 0.65 g of activated copper is then added and the reaction medium is heated to 50° C. for 1 hour. After hydrolysis and neutralization, ... Starting materials: C(C)(=O)NCC1CN(CCO1)CC1=CC=C(C=C1)C(F)(F)F (2-(N-acetylaminomethyl)-4-(p-trifluoromethylbenzyl)morpholine), [OH-].[Na+] (sodium hydroxide). The solvent is Cl (hydrochloric acid). Yields the product NCC1CN(CCO1)CC1=CC=C(C=C1)C(F)(F)F (2-aminomethyl-4-(p-trifluoromethylbenzyl)morpholine). Reaction SMILES: C([NH:4][CH2:5][CH:6]1[O:11][CH2:10][CH2:9][N:8]([CH2:12][C:13]2[CH:18]=[CH:17][C:16]([C:19]([F:22])([F:21])[F:20])=[CH:15][CH:14]=2)[CH2:7]1)(=O)C.[OH-].[Na+]>Cl>[NH2:4][CH2:5][CH:6]1[O:11][CH2:10][CH2:9][N:8]([CH2:12][C:13]2[CH:18]=[CH:17][C:16]([C:19]([F:22])([F:21])[F:20])=[CH:15][CH:14]=2)[CH2:7]1 |f:1.2|. Reported procedure: A solution of crude 2-(N-acetylaminomethyl)-4-(p-trifluoromethylbenzyl)morpholine (17.06 g) in 10% aqueous hydrochloric acid (200 ml) was heated under reflux for 3 hours. After cooling, the reaction mixture was made basic by the addition of 50% aqueous sodium hydroxide (100 ml) and then extracted with chloroform (100 ml×3). The combined organic layer was dried over potassium carbonate and the solvent was distilled off under reduced pressure to give crude 2-aminomethyl-4-(p-trifluoromethylbenzyl)... Starting materials: C(C)(C)(C)OC(=O)N1CCC(CC1)N1N=CC=2C1=NC=NC2Cl (4-(4-chloro-pyrazolo[3,4-d]pyrimidin-1-yl)-piperidine-1-carboxylic acid tert-butyl ester), C(C)(C)(C)OC(=O)N1CCC(CC1)N1N=CC=2C1=NC=NC2Cl (4-(4-chloro-pyrazolo[3,4-d]pyrimidin-1-yl)-piperidine-1-carboxylic acid tert-butyl ester), FC=1C=C(C#N)C=CC1O (3-fluoro-4-hydroxybenzonitrile). The solvent is CN(C=O)C (dimethylformamide). Yields the product C(C)(C)(C)OC(=O)N1CCC(CC1)N1N=CC=2C1=NC=NC2OC2=C(C=C(C=C2)C#N)F (4-[4-(4-Cyano-2-fluoro-phenoxy)-pyrazolo[3,4-d]pyrimidin-1-yl]-piperidine-1-carboxylic acid tert-butyl ester). Reaction SMILES: [C:1]([O:5][C:6]([N:8]1[CH2:13][CH2:12][CH:11]([N:14]2[C:18]3=[N:19][CH:20]=[N:21][C:22](Cl)=[C:17]3[CH:16]=[N:15]2)[CH2:10][CH2:9]1)=[O:7])([CH3:4])([CH3:3])[CH3:2].[F:24][C:25]1[CH:26]=[C:27]([CH:30]=[CH:31][C:32]=1[OH:33])[C:28]#[N:29]>CN(C)C=O>[C:1]([O:5][C:6]([N:8]1[CH2:13][CH2:12][CH:11]([N:14]2[C:18]3=[N:19][CH:20]=[N:21][C:22]([O:33][C:32]4[CH:31]=[CH:30][C:27]([C:28]#[N:29])=[CH:26][C:25]=4[F:24])=[C:17]3[CH:16]=[N:15]2)[CH2:10][CH2:9]1)=[O:7])([CH3:4])([CH3:3])[CH3:2]. Reported procedure: 4-[4-(4-Cyano-2-fluoro-phenoxy)-pyrazolo[3,4-d]pyrimidin-1-yl]-piperidine-1-carboxylic acid tert-butyl ester was prepared according to General Procedure B by the reaction of 4-(4-chloro-pyrazolo[3,4-d]pyrimidin-1-yl)-piperidine-1-carboxylic acid tert-butyl ester (Intermediate 19) with 3-fluoro-4-hydroxybenzonitrile (available from Alfa Aesar, Ward Hill, Mass., USA) in dimethylformamide. 1H NMR (400 MHz, DMSO-d6) δ 1.43 (s, 9H), 1.98-2.07 (m, 4H), 2.99-3.07 (m, 2H), 4.07-4.12 (m, 2H), 5.00-5.05 (... Starting materials: CCc1cnc(CC)c(NC(CC)CC)n1, O=C1CCC(=O)N1I, CN(C)C=O. The product is CCc1nc(NC(CC)CC)c(CC)nc1I. Reaction SMILES: [CH2:1]([CH3:2])[c:3]1[c:4]([NH:11][CH:12]([CH2:13][CH3:14])[CH2:15][CH3:16])[n:5][c:6]([CH2:9][CH3:10])[cH:7][n:8]1.[O:17]=[C:18]1[N:19]([I:24])[C:20](=[O:21])[CH2:22][CH2:23]1.[O:25]=[CH:26][N:27]([CH3:28])[CH3:29]>>[CH2:1]([CH3:2])[c:3]1[c:4]([NH:11][CH:12]([CH2:13][CH3:14])[CH2:15][CH3:16])[n:5][c:6]([CH2:9][CH3:10])[c:7]([I:24])[n:8]1.